From a dataset of the Open Reaction Database (ORD), a public repository of structured organic reaction records. describe an organic reaction: reactants, conditions, products, and yield The reactants are OC=1C=C(C=O)C=CC1[N+](=O)[O-] (3-hydroxy-4-nitrobenzaldehyde), substituted-2-nitrophenols, C1(=CC=CC=C1)O (phenol), COC(C(C)Br)=O (methyl-2-bromopropanoate). Yields the product C(=O)C=1C=CC(=C(OC(C(=O)OC)C)C1)[N+](=O)[O-] (Methyl 2-(5-formyl-2-nitrophenoxy)propanoate). As a reaction SMILES: [OH:1][C:2]1[CH:3]=[C:4]([CH:7]=[CH:8][C:9]=1[N+:10]([O-:12])=[O:11])[CH:5]=[O:6].C1(O)C=CC=CC=1.[CH3:20][O:21][C:22](=[O:26])[CH:23](Br)[CH3:24]>>[CH:5]([C:4]1[CH:7]=[CH:8][C:9]([N+:10]([O-:12])=[O:11])=[C:2]([CH:3]=1)[O:1][CH:23]([CH3:24])[C:22]([O:21][CH3:20])=[O:26])=[O:6]. Reported procedure: Using 3-hydroxy-4-nitrobenzaldehyde as the phenol and methyl-2-bromopropanoate as the alkylating agent in the general procedure for alkylation of substituted-2-nitrophenols gives a tan solid: 1H NMR (DMSO-d6, 400 MHz): δ ppm 10.03 (s, 1H), 8.08 (d, J=8.1 Hz, 1H), 7.62-7.79 (m, 2H), 5.43 (q, J=6.8 Hz, 1H), 3.69 (s, 3H), 1.55 (d, J=6.8 Hz, 3H). ESI-MS: m/z 254.1 (M+H)+. The reactants are O=C(O)C1CCC(F)(F)CC1, Cc1ccc(Oc2ccc(N)cc2)cc1. Reagents/catalysts: C1CCC(CC1)N=C=NC2CCCCC2 (DCC), CN1CCOCC1 (NMM), C1(=C(C(=C(C(=C1F)F)F)F)F)O (Pentafluorophenol). Run in CN(C)C=O (DMF), CN(C)C=O (DMF), CN(C)C=O (DMF), CN(C)C=O (DMF), CN(C)C=O (DMF), CN(C)C=O (DMF). Run at temperature 25 celsius, time 2 hour. Yields the product Cc1ccc(Oc2ccc(NC(=O)C3CCC(F)(F)CC3)cc2)cc1. Yield: 6.0%. As a reaction SMILES: Cc1ccc(Oc2ccc(N)cc2)cc1.O=C(O)C1CCC(F)(F)CC1.C1CCC(CC1)N=C=NC2CCCCC2.C1(=C(C(=C(C(=C1F)F)F)F)F)O.CN1CCOCC1.CN(C)C=O>>Cc1ccc(Oc2ccc(NC(=O)C3CCC(F)(F)CC3)cc2)cc1.